From a dataset of the Open Reaction Database (ORD), a public repository of structured organic reaction records. describe an organic reaction: reactants, conditions, products, and yield Starting materials: C(C)(C)(C)OC(=O)N1C(CCCC1)C(=O)N1CCN(CC1)C=1C2=C(N=CN1)SC(=C2)CC (2-[4-(6-Ethyl-thieno[2,3-d]pyrimidin-4-yl)-piperazine-1-carbonyl]-piperidine-1-carboxylic acid tert-butyl ester), Cl (HCl). The solvent is CO (methanol). Run at time 1.5 hour. Yields the product C(C)C1=CC2=C(N=CN=C2N2CCN(CC2)C(=O)C2NCCCC2)S1 ([4-(6-Ethyl-thieno[2,3-d]pyrimidin-4-yl)-piperazin-1-yl]-piperidin-2-yl-methanone). Yield: 100.0%. RXN SMILES: C(OC([N:8]1[CH2:13][CH2:12][CH2:11][CH2:10][CH:9]1[C:14]([N:16]1[CH2:21][CH2:20][N:19]([C:22]2[C:23]3[CH:30]=[C:29]([CH2:31][CH3:32])[S:28][C:24]=3[N:25]=[CH:26][N:27]=2)[CH2:18][CH2:17]1)=[O:15])=O)(C)(C)C.Cl>CO>[CH2:31]([C:29]1[S:28][C:24]2[N:25]=[CH:26][N:27]=[C:22]([N:19]3[CH2:20][CH2:21][N:16]([C:14]([CH:9]4[CH2:10][CH2:11][CH2:12][CH2:13][NH:8]4)=[O:15])[CH2:17][CH2:18]3)[C:23]=2[CH:30]=1)[CH3:32]. Procedure details: 2-[4-(6-Ethyl-thieno[2,3-d]pyrimidin-4-yl)-piperazine-1-carbonyl]-piperidine-1-carboxylic acid tert-butyl ester (276.1 mg) was dissolved in methanol (1.00 mL) and HCl (4 M in dioxane, 1.00 mL) was added. After stirring at room temperature for 1.5 hours, the solvents were removed and the residue was desalted with MP-carbonate resin in methanol giving the desired free amine. Yield=100%, ES-MS: (M+H)+ 360 Reactants: COc1cc(C)c(S(=O)(=O)Oc2c(F)c(F)c(F)c(F)c2F)c(C)c1, CCCC[N+](CCCC)(CCCC)CCCC, CN(C)C=O, [Cl-], OCC1CCCCN1. Yields the product COc1cc(C)c(S(=O)(=O)N2CCCCC2CO)c(C)c1. Reaction SMILES: [CH3:1][O:2][c:3]1[cH:4][c:5]([CH3:25])[c:6]([S:10](=[O:12])([O:13][c:11]2[c:14]([F:15])[c:16]([F:17])[c:18]([F:19])[c:20]([F:21])[c:22]2[F:23])=[O:24])[c:7]([CH3:9])[cH:8]1.[CH3:35][CH2:36][CH2:37][CH2:38][N+:39]([CH2:40][CH2:41][CH2:42][CH3:43])([CH2:44][CH2:45][CH2:46][CH3:47])[CH2:48][CH2:49][CH2:50][CH3:51].[CH3:52][N:53]([CH3:54])[CH:55]=[O:56].[Cl-:34].[OH:26][CH2:27][CH:28]1[NH:29][CH2:30][CH2:31][CH2:32][CH2:33]1>>[CH3:1][O:2][c:3]1[cH:4][c:5]([CH3:25])[c:6]([S:10](=[O:12])(=[O:13])[N:29]2[CH:28]([CH2:27][OH:26])[CH2:33][CH2:32][CH2:31][CH2:30]2)[c:7]([CH3:9])[cH:8]1. The product is COc1ccc(C(=O)C(F)F)c(F)c1. The reactants are COc1ccc(Br)c(F)c1, [Li]CCCC, CCOCC, CCOC(=O)C(F)F. RXN SMILES: [Br:1][c:2]1[c:3]([F:10])[cH:4][c:5]([O:8][CH3:9])[cH:6][cH:7]1.[CH3:11][CH2:12][CH2:13][CH2:14][Li:15].[CH3:24][CH2:25][O:26][CH2:27][CH3:28].[F:16][CH:17]([C:18](=[O:19])[O:20][CH2:21][CH3:22])[F:23]>>[c:2]1([C:18]([CH:17]([F:16])[F:23])=[O:19])[c:3]([F:10])[cH:4][c:5]([O:8][CH3:9])[cH:6][cH:7]1. The reactants are BrN1C(CCC1=O)=O (N-bromosuccinimide), BrC1=CC(=C(C=C1)CO)C ((4-bromo-2-methyl-phenyl)-methanol), BrC1=CC(=C(C=C1)CO)C ((4-bromo-2-methyl-phenyl)-methanol), C1(=CC=CC=C1)P(C1=CC=CC=C1)C1=CC=CC=C1 (triphenylphosphine). The solvent is C(Cl)Cl (CH2Cl2). Conditions: temperature 25 celsius, time 17 hour. Yields the product BrC1=CC(=C(C=C1)CBr)C (4-Bromo-1-bromomethyl-2-methyl-benzene), EtOAc—hexanes. The yield is 2.0%. RXN SMILES: [Br:1][C:2]1[CH:7]=[CH:6][C:5]([CH2:8]O)=[C:4]([CH3:10])[CH:3]=1.C1(P(C2C=CC=CC=2)C2C=CC=CC=2)C=CC=CC=1.[Br:30]N1C(=O)CCC1=O>C(Cl)Cl>[Br:1][C:2]1[CH:7]=[CH:6][C:5]([CH2:8][Br:30])=[C:4]([CH3:10])[CH:3]=1. Procedure: A solution of (4-bromo-2-methyl-phenyl)-methanol (Intermediate 133, 319.0 mg, 1.58 mmol) and triphenylphosphine (466.0 mg, 1.74 mmol) in 5 mL CH2Cl2 was cooled to 0° C. and N-bromosuccinimide (309.0 mg, 1.74 mmol) was added in 5 portions over 20 minutes. The solution was warmed to 25° C. and stirred for 17 hours. The reaction was quenched by the addition of dilute aqueous NaHCO3. The resulting mixture was extracted with Et2O and the combined organic layers were washed with H2O and saturated aque... The reactants are C(C1=CC=CC=C1)N1CCC(CC1)N1C(N(C=C1)CC1=CC=C(C=C1)S(=O)(=O)C)=O (1-(1-benzylpiperidin-4-yl)-3-[4-(methylsulphonyl)benzyl]-1,3-dihydro-2H-imidazol-2-one). The reagents and catalysts are [Pd] (palladium on charcoal). Run in C(C)O (ethanol). The product is CS(=O)(=O)C1=CC=C(CN2C(N(CC2)C2CCNCC2)=O)C=C1 (1-[4-(methylsulphonyl)benzyl]-3-piperidin-4-ylimidazolidin-2-one). RXN SMILES: C([N:8]1[CH2:13][CH2:12][CH:11]([N:14]2[CH:18]=[CH:17][N:16]([CH2:19][C:20]3[CH:25]=[CH:24][C:23]([S:26]([CH3:29])(=[O:28])=[O:27])=[CH:22][CH:21]=3)[C:15]2=[O:30])[CH2:10][CH2:9]1)C1C=CC=CC=1>C(O)C.[Pd]>[CH3:29][S:26]([C:23]1[CH:22]=[CH:21][C:20]([CH2:19][N:16]2[CH2:17][CH2:18][N:14]([CH:11]3[CH2:10][CH2:9][NH:8][CH2:13][CH2:12]3)[C:15]2=[O:30])=[CH:25][CH:24]=1)(=[O:28])=[O:27]. Reported procedure: A solution of 1-(1-benzylpiperidin-4-yl)-3-[4-(methylsulphonyl)benzyl]-1,3-dihydro-2H-imidazol-2-one (1.2 g) in ethanol was hydrogenated under a hydrogen filled balloon using 20% palladium on charcoal as catalyst. The catalyst was filtered and the filtrate evaporated to dryness to give the title compound, yield 0.6 g, NMR CDCl3 1.6-2 (m, 5H) 2.8 (m, 1H) 3.05 (s, 3H) 3.2-4.5 (m, 7H) 4.45 (s, 2H) 7.5 (d, 2H) 7.9 (d, 2H). Reactants: C1CCN2CCC3=C(C12)C1=C(N3)N=CC=C1 (2,3,5,6,7,11c-hexahydro-1H-pyrido[3′,2′:4,5]pyrrolo[2,3-g]indolizine), [OH-].[K+] (KOH), FC(C1=NC=C(C=C1)C=C)(F)F (2-(Trifluoromethyl)-5-vinylpyridine). Solvent: O (water), CN1CCCC1=O (NMP). Conditions: time 24 hour. The product is FC(C1=CC=C(C=N1)CCN1C2=C(C3=C1CCN1CCCC31)C=CC=N2)(F)F (7-(2-(6-(trifluoromethyl)pyridin-3-yl)ethyl)-2,3,5,6,7,11c-hexahydro-1H-pyrido[3′,2′:4,5]pyrrolo[2,3-g]indolizine). Reaction SMILES: [CH2:1]1[CH:9]2[N:4]([CH2:5][CH2:6][C:7]3[NH:12][C:11]4[N:13]=[CH:14][CH:15]=[CH:16][C:10]=4[C:8]=32)[CH2:3][CH2:2]1.[OH-].[K+].[F:19][C:20]([F:30])([F:29])[C:21]1[CH:26]=[CH:25][C:24]([CH:27]=[CH2:28])=[CH:23][N:22]=1>CN1C(=O)CCC1.O>[F:30][C:20]([F:19])([F:29])[C:21]1[N:22]=[CH:23][C:24]([CH2:27][CH2:28][N:12]2[C:7]3[CH2:6][CH2:5][N:4]4[CH:9]([C:8]=3[C:10]3[CH:16]=[CH:15][CH:14]=[N:13][C:11]2=3)[CH2:1][CH2:2][CH2:3]4)=[CH:25][CH:26]=1 |f:1.2|. Reported procedure: A solution of 2,3,5,6,7,11c-hexahydro-1H-pyrido[3′,2′:4,5]pyrrolo[2,3-g]indolizine (120 mg, 0.565 mmol) and powdered KOH (221.5 mg, 3.955 mmol) in NMP (2 mL) was stirred at RT for 10 min. 2-(Trifluoromethyl)-5-vinylpyridine (195.5 mg, 1.13 mmol) was added into the reaction mixture and stiffing continued for 24 h at RT. The reaction mixture was diluted with water and extracted with EtOAc. The organic layer was washed with water, dried over anhydrous sodium sulfate and concentrated under reduced p... Reactants: COc1cc(COC(C)=O)ncc1C, CCO. Yields the product COc1cc(CO)ncc1C. Reaction SMILES: [C:1](=[O:2])([CH3:3])[O:4][CH2:5][c:6]1[n:7][cH:8][c:9]([CH3:14])[c:10]([O:12][CH3:13])[cH:11]1.[CH3:15][CH2:16][OH:17]>>[OH:4][CH2:5][c:6]1[n:7][cH:8][c:9]([CH3:14])[c:10]([O:12][CH3:13])[cH:11]1.